describe an organic reaction: reactants, conditions, products, and yield From a dataset of the Open Reaction Database (ORD), a public repository of structured organic reaction records. Starting materials: CC(C)=O, CS(=O)(=O)OCCCC(C#N)(CF)N1C(=O)c2ccccc2C1=O, [I-], [Na+]. The product is N#CC(CF)(CCCI)N1C(=O)c2ccccc2C1=O. RXN SMILES: [CH3:27][C:28](=[O:29])[CH3:30].[F:1][CH2:2][C:3]([C:4]#[N:5])([CH2:6][CH2:7][CH2:8][O:9][S:10]([CH3:11])(=[O:12])=[O:13])[N:14]1[C:15](=[O:24])[c:16]2[c:17]([cH:20][cH:21][cH:22][cH:23]2)[C:18]1=[O:19].[I-:26].[Na+:25]>>[F:1][CH2:2][C:3]([C:4]#[N:5])([CH2:6][CH2:7][CH2:8][I:26])[N:14]1[C:15](=[O:24])[c:16]2[c:17]([cH:20][cH:21][cH:22][cH:23]2)[C:18]1=[O:19].